This data is from the Open Reaction Database (ORD), a public repository of structured organic reaction records. The task is: describe an organic reaction: reactants, conditions, products, and yield The reactants are COCC1=CC(=NC(=C1)C(F)(F)F)OC1CCN(CC1)C(=O)OC(C)(C)C (tert-butyl 4-{[4-(methoxymethyl)-6-(trifluoromethyl)pyridin-2-yl]oxy}piperidine-1-carboxylate), Cl (Hydrogen chloride), O1CCOCC1 (dioxane). Solvent: C(Cl)Cl (Methylene chloride). Conditions: time 1 hour. Product: COCC1=CC(=NC(=C1)C(F)(F)F)OC1CCNCC1 (4-(Methoxymethyl)-2-(piperidin-4-yloxy)-6-(trifluoromethyl)pyridine). RXN SMILES: [CH3:1][O:2][CH2:3][C:4]1[CH:9]=[C:8]([C:10]([F:13])([F:12])[F:11])[N:7]=[C:6]([O:14][CH:15]2[CH2:20][CH2:19][N:18](C(OC(C)(C)C)=O)[CH2:17][CH2:16]2)[CH:5]=1.Cl.O1CCOCC1>C(Cl)Cl>[CH3:1][O:2][CH2:3][C:4]1[CH:9]=[C:8]([C:10]([F:13])([F:11])[F:12])[N:7]=[C:6]([O:14][CH:15]2[CH2:20][CH2:19][NH:18][CH2:17][CH2:16]2)[CH:5]=1. Reported procedure: To a solution of tert-butyl 4-{[4-(methoxymethyl)-6-(trifluoromethyl)pyridin-2-yl]oxy}piperidine-1-carboxylate (40. mg, 0.10 mmol, from Step C) in Methylene chloride (1.0 mL) was added 4.0M Hydrogen chloride in dioxane (0.50 mL, 2.0 mmol). The reaction mixture was stirred for one hour. The solvent was removed in vacuo. The residue was dissolved in DCM, and this solution was washed with saturated sodium bicarbonate, water (2×), brine, dried over sodium sulfate, filtered and concentrated to give p... The reactants are CC1=Cc2sc(C)c(-c3ccc(C(C)(C)C)cc3)c2C1, [Li]CCCC, CCCCCC, CCOCC, [Cl-], CC(C)C1=Cc2c(-c3ccc(C(C)(C)C)cc3)cccc2C1[Si](C)(C)Cl, N#C[Cu]C#N, [NH4+]. Yields the product CC1=Cc2c(sc(C)c2-c2ccc(C(C)(C)C)cc2)C1[Si](C)(C)C1C(C(C)C)=Cc2c(-c3ccc(C(C)(C)C)cc3)cccc21. Reaction SMILES: [C:1]([CH3:2])([CH3:3])([CH3:4])[c:5]1[cH:6][cH:7][c:8](-[c:11]2[c:12]3[c:13]([s:14][c:15]2[CH3:16])[CH:17]=[C:18]([CH3:20])[CH2:19]3)[cH:9][cH:10]1.[CH2:21]([Li:22])[CH2:23][CH2:24][CH3:25].[CH3:26][CH2:27][CH2:28][CH2:29][CH2:30][CH3:31].[CH3:65][CH2:66][O:67][CH2:68][CH3:69].[Cl-:63].[Cl:37][Si:38]([CH3:39])([CH3:40])[CH:41]1[C:42]([CH:60]([CH3:61])[CH3:62])=[CH:43][c:44]2[c:45](-[c:50]3[cH:51][cH:52][c:53]([C:56]([CH3:57])([CH3:58])[CH3:59])[cH:54][cH:55]3)[cH:46][cH:47][cH:48][c:49]21.[Cu:32]([C:33]#[N:34])[C:35]#[N:36].[NH4+:64]>>[C:1]([CH3:2])([CH3:3])([CH3:4])[c:5]1[cH:6][cH:7][c:8](-[c:11]2[c:12]3[c:13]([s:14][c:15]2[CH3:16])[CH:17]([Si:38]([CH3:39])([CH3:40])[CH:41]2[C:42]([CH:60]([CH3:61])[CH3:62])=[CH:43][c:44]4[c:45](-[c:50]5[cH:51][cH:52][c:53]([C:56]([CH3:57])([CH3:58])[CH3:59])[cH:54][cH:55]5)[cH:46][cH:47][cH:48][c:49]42)[C:18]([CH3:20])=[CH:19]3)[cH:9][cH:10]1.